From a dataset of the Open Reaction Database (ORD), a public repository of structured organic reaction records. describe an organic reaction: reactants, conditions, products, and yield The reactants are C1(CCCCCCC1)=O (cyclooctanone), [Li+].CC(C)[N-]C(C)C (LDA), C(C1=CC(=CC=C1)OC)=O (m-anisaldehyde), C(C)(=O)OCC (ethyl acetate). Run in C1CCOC1 (THF), C1CCOC1 (THF), O (water). Conditions: time 30 minute. Yields the product OC(C1C(CCCCCC1)=O)C1=CC(=CC=C1)OC (2-{hydroxy-(3-methoxyphenyl)methyl}cyclooctanone). The yield is 87.3%. Reaction SMILES: [C:1]1(=[O:9])[CH2:8][CH2:7][CH2:6][CH2:5][CH2:4][CH2:3][CH2:2]1.[Li+].CC([N-]C(C)C)C.[CH:18](=[O:27])[C:19]1[CH:24]=[CH:23][CH:22]=[C:21]([O:25][CH3:26])[CH:20]=1.C(OCC)(=O)C>C1COCC1.O>[OH:27][CH:18]([C:19]1[CH:24]=[CH:23][CH:22]=[C:21]([O:25][CH3:26])[CH:20]=1)[CH:2]1[CH2:3][CH2:4][CH2:5][CH2:6][CH2:7][CH2:8][C:1]1=[O:9] |f:1.2|. Reported procedure: To a solution of cyclooctanone (4.0 g) in THF (40 ml) was added LDA (23 ml, 1.5M solution in cyclohexane) at −78° C. under N2, and then after 30 minutes, a solution of m-anisaldehyde (4.1 g) in THF (10 ml) was added in the solution. After being stirred for 2 hours at the same temperature, the solution was poured into the mixture of ethyl acetate and water. The organic layer was washed with 1N-HCl solution, sat. NaHCO3, and brine, dried over MgSO4, and evaporated in vacuo. The residue was purifie... Reactants: ClS(=O)(=O)C=1C=C(C(=O)NC=2SC3=C(C2C(=O)NC2=CC=C(C=C2)CCC2=CC=C(C(=O)OC)C=C2)CCCC3)C=CC1 (methyl 4-[2-(4-{[(2-{[3-(chlorosulfonyl)benzoyl]amino}-4,5,6,7-tetrahydro-1-benzothiophen-3-yl)carbonyl]amino}phenyl)ethyl]benzoate), CNCC(CO)O (3-(methylamino)propane-1,2-diol). Solvent: ClCCl (dichloromethane). Run at time 8 hour. Product: OC(CN(S(=O)(=O)C=1C=C(C(=O)NC=2SC3=C(C2C(=O)NC2=CC=C(C=C2)CCC2=CC=C(C(=O)OC)C=C2)CCCC3)C=CC1)C)CO (methyl 4-{2-[4-({[2-({3-[(2,3-dihydroxypropyl)(methyl)sulfamoyl]benzoyl}amino)-4,5,6,7-tetrahydro-1-benzothiophen-3-yl]carbonyl}amino)phenyl]ethyl}benzoate). Isolated yield 87.0%. As a reaction SMILES: Cl[S:2]([C:5]1[CH:6]=[C:7]([CH:41]=[CH:42][CH:43]=1)[C:8]([NH:10][C:11]1[S:12][C:13]2[CH2:40][CH2:39][CH2:38][CH2:37][C:14]=2[C:15]=1[C:16]([NH:18][C:19]1[CH:24]=[CH:23][C:22]([CH2:25][CH2:26][C:27]2[CH:36]=[CH:35][C:30]([C:31]([O:33][CH3:34])=[O:32])=[CH:29][CH:28]=2)=[CH:21][CH:20]=1)=[O:17])=[O:9])(=[O:4])=[O:3].[CH3:44][NH:45][CH2:46][CH:47]([OH:50])[CH2:48][OH:49]>ClCCl>[OH:50][CH:47]([CH2:48][OH:49])[CH2:46][N:45]([CH3:44])[S:2]([C:5]1[CH:6]=[C:7]([CH:41]=[CH:42][CH:43]=1)[C:8]([NH:10][C:11]1[S:12][C:13]2[CH2:40][CH2:39][CH2:38][CH2:37][C:14]=2[C:15]=1[C:16]([NH:18][C:19]1[CH:24]=[CH:23][C:22]([CH2:25][CH2:26][C:27]2[CH:36]=[CH:35][C:30]([C:31]([O:33][CH3:34])=[O:32])=[CH:29][CH:28]=2)=[CH:21][CH:20]=1)=[O:17])=[O:9])(=[O:4])=[O:3]. Procedure details: A mixture of 250 mg of methyl 4-[2-(4-{[(2-{[3-(chlorosulfonyl)benzoyl]amino}-4,5,6,7-tetrahydro-1-benzothiophen-3-yl)carbonyl]amino}phenyl)ethyl]benzoate, 83 mg of 3-(methylamino)propane-1,2-diol, and 2.5 mL of dichloromethane was stirred at room temperature overnight. The reaction mixture was concentrated under reduced pressure and the residue was purified by silica gel column chromatography (hexane-chloroform) to obtain 241 mg of methyl 4-{2-[4-({[2-({3-[(2,3-dihydroxypropyl)(methyl)sulfamoyl... The reactants are Cl.C1N[C@@H](CC2=CC=CC=C12)C(=O)OC (methyl (3S)-1,2,3,4-tetrahydroisoquinoline-3-carboxylate hydrochloride), C(C1=CC=CC=C1)(=O)SCC(C(=O)Cl)C (3-benzoylthio-2-methylpropionyl chloride), C(C1=CC=CC=C1)(=O)SCC(C(=O)O)C (3-benzoylthio-2-methyl-propionic acid), S(=O)(Cl)Cl (thionyl chloride). The solvent is C(Cl)(Cl)Cl (chloroform), C(C)N(CC)CC (triethylamine). The product is C(C1=CC=CC=C1)(=O)SCC(C(=O)N1CC2=CC=CC=C2C[C@H]1C(=O)OC)C (methyl (3S)-2-(3-benzoylthio-2-methylpropionyl)-1,2,3,4-tetrahydroisoquinoline-3-carboxylate). Isolated yield 80.5%. As a reaction SMILES: Cl.[CH2:2]1[C:11]2[C:6](=[CH:7][CH:8]=[CH:9][CH:10]=2)[CH2:5][C@@H:4]([C:12]([O:14][CH3:15])=[O:13])[NH:3]1.[C:16]([S:24][CH2:25][CH:26]([CH3:30])[C:27](Cl)=[O:28])(=[O:23])[C:17]1[CH:22]=[CH:21][CH:20]=[CH:19][CH:18]=1.C(SCC(C)C(O)=O)(=O)C1C=CC=CC=1.S(Cl)(Cl)=O>C(Cl)(Cl)Cl.C(N(CC)CC)C>[C:16]([S:24][CH2:25][CH:26]([CH3:30])[C:27]([N:3]1[C@H:4]([C:12]([O:14][CH3:15])=[O:13])[CH2:5][C:6]2[C:11](=[CH:10][CH:9]=[CH:8][CH:7]=2)[CH2:2]1)=[O:28])(=[O:23])[C:17]1[CH:22]=[CH:21][CH:20]=[CH:19][CH:18]=1 |f:0.1|. Reported procedure: 5.69 g of methyl (3S)-1,2,3,4-tetrahydroisoquinoline-3-carboxylate hydrochloride are suspended in 50 ml of chloroform, and 5.6 g of triethylamine are added thereto under ice-cooling and stirring. 3-benzoylthio-2-methylpropionyl chloride (which is prepared by heating a mixture of 5.6 g of 3-benzoylthio-2-methyl-propionic acid and 6 ml of thionyl chloride at 60° C. for 2 hours, followed by distillation thereof to remove the excess of thionyl chloride) is dissolved in 10 ml of tetrahydrofuran, and ... The reactants are CCCCN(C(=O)c1cccc(Cl)c1)c1nc2n(c1C(=O)OCC)CCCC2, [Na+], [OH-], O. The product is CCCCN(C(=O)c1cccc(Cl)c1)c1nc2n(c1C(=O)O)CCCC2. As a reaction SMILES: [CH2:1]([CH3:2])[O:3][C:4](=[O:5])[c:6]1[c:7]([N:15]([C:16]([c:17]2[cH:18][c:19]([Cl:23])[cH:20][cH:21][cH:22]2)=[O:24])[CH2:25][CH2:26][CH2:27][CH3:28])[n:8][c:9]2[n:10]1[CH2:11][CH2:12][CH2:13][CH2:14]2.[Na+:30].[OH-:29].[OH2:31]>>[O:3]=[C:4]([OH:5])[c:6]1[c:7]([N:15]([C:16]([c:17]2[cH:18][c:19]([Cl:23])[cH:20][cH:21][cH:22]2)=[O:24])[CH2:25][CH2:26][CH2:27][CH3:28])[n:8][c:9]2[n:10]1[CH2:11][CH2:12][CH2:13][CH2:14]2.